This data is from the Open Reaction Database (ORD), a public repository of structured organic reaction records. The task is: describe an organic reaction: reactants, conditions, products, and yield The reactants are COc1cccc(CCc2c(CCN)ccc(OC)c2OC)c1, ClCCl, O=C(O)CCCCC(=O)NCCc1ccccc1, O. Product: COc1cccc(CCc2c(CCNC(=O)CCCCC(=O)NCCc3ccccc3)ccc(OC)c2OC)c1. Reaction SMILES: [CH3:19][O:20][c:21]1[c:22]([CH2:32][CH2:33][c:34]2[cH:35][c:36]([O:40][CH3:41])[cH:37][cH:38][cH:39]2)[c:23]([CH2:29][CH2:30][NH2:31])[cH:24][cH:25][c:26]1[O:27][CH3:28].[Cl:43][CH2:44][Cl:45].[O:1]=[C:2]([CH2:3][CH2:4][CH2:5][CH2:6][C:7](=[O:8])[OH:9])[NH:10][CH2:11][CH2:12][c:13]1[cH:14][cH:15][cH:16][cH:17][cH:18]1.[OH2:42]>>[O:1]=[C:2]([CH2:3][CH2:4][CH2:5][CH2:6][C:7](=[O:8])[NH:31][CH2:30][CH2:29][c:23]1[c:22]([CH2:32][CH2:33][c:34]2[cH:35][c:36]([O:40][CH3:41])[cH:37][cH:38][cH:39]2)[c:21]([O:20][CH3:19])[c:26]([O:27][CH3:28])[cH:25][cH:24]1)[NH:10][CH2:11][CH2:12][c:13]1[cH:14][cH:15][cH:16][cH:17][cH:18]1. Reactants: C(C1=CC=CC=C1)OC(N[C@@H]1[C@@H](C[C@@H](CC1)NC(=O)OC(C)(C)C)CS(=O)(=O)C1=CC=CC=C1)=O ((1S,2R,4R)-(2-benzene-sulfonylmethyl-4-tert-butoxycarbonylaminocyclohexyl)carbamic acid benzyl ester), [H][H] (hydrogen). Product: C(C)(C)(C)OC(N[C@H]1C[C@H]([C@H](CC1)N)CS(=O)(=O)C1=CC=CC=C1)=O ((1R,3R,4S)-(4-amino-3-benzenesulfonylmethylcyclohexyl)-carbamic acid tert-butyl ester). The yield is 92.9%. Reagents/catalysts: [OH-].[OH-].[Pd+2] (palladium hydroxide on charcoal). As a reaction SMILES: C(OC(=O)[NH:10][C@H:11]1[CH2:16][CH2:15][C@@H:14]([NH:17][C:18]([O:20][C:21]([CH3:24])([CH3:23])[CH3:22])=[O:19])[CH2:13][C@H:12]1[CH2:25][S:26]([C:29]1[CH:34]=[CH:33][CH:32]=[CH:31][CH:30]=1)(=[O:28])=[O:27])C1C=CC=CC=1.[H][H]>CO.[OH-].[OH-].[Pd+2]>[C:21]([O:20][C:18](=[O:19])[NH:17][C@@H:14]1[CH2:15][CH2:16][C@H:11]([NH2:10])[C@H:12]([CH2:25][S:26]([C:29]2[CH:34]=[CH:33][CH:32]=[CH:31][CH:30]=2)(=[O:28])=[O:27])[CH2:13]1)([CH3:24])([CH3:22])[CH3:23] |f:3.4.5|. Procedure: A mixture of (1S,2R,4R)-(2-benzene-sulfonylmethyl-4-tert-butoxycarbonylaminocyclohexyl)carbamic acid benzyl ester (2.96 g, 5.9 mmol) and 20% palladium hydroxide on charcoal (Pearlman's catalyst, 2.0 g) in methanol (100 mL) was stirred under one atmosphere of hydrogen at room temperature for 16.5 h. The mixture was filtered through Celite, and the solids were washed with methanol. The filtrate was concentrated under vacuum and the residue was dissolved in dichloromethane. The solution was dried o... Run in CO (methanol). Starting materials: CC(C)(C)OC(=O)Nc1ccc(CCCS(=O)(=O)[O-])cc1, O=C([O-])[O-], CCOC(=O)C(Cc1ccc(O)cc1)OCC, CC#N, [K+], [K+]. Yields the product CCOC(=O)C(Cc1ccc(OCCc2ccc(NC(=O)OC(C)(C)C)cc2)cc1)OCC. RXN SMILES: [C:1]([CH3:2])([CH3:3])([CH3:4])[O:5][C:6](=[O:7])[NH:8][c:9]1[cH:10][cH:11][c:12]([CH2:15][CH2:16][CH2:17][S:18]([O-:19])(=[O:20])=[O:21])[cH:13][cH:14]1.[C:39](=[O:40])([O-:41])[O-:42].[CH2:22]([CH3:23])[O:24][C:25]([CH:26]([CH2:27][c:28]1[cH:29][cH:30][c:31]([OH:34])[cH:32][cH:33]1)[O:35][CH2:36][CH3:37])=[O:38].[CH3:45][C:46]#[N:47].[K+:43].[K+:44]>>[C:1]([CH3:2])([CH3:3])([CH3:4])[O:5][C:6](=[O:7])[NH:8][c:9]1[cH:10][cH:11][c:12]([CH2:15][CH2:16][O:34][c:31]2[cH:30][cH:29][c:28]([CH2:27][CH:26]([C:25]([O:24][CH2:22][CH3:23])=[O:38])[O:35][CH2:36][CH3:37])[cH:33][cH:32]2)[cH:13][cH:14]1. The reactants are O=C1Nc2c(F)cc(Br)cc2C12CC2, CC(C)(C)P(C(C)(C)C)C(C)(C)C, Cn1c(C#N)ccc1B(O)O, CCOC(C)=O, [F-], [K+]. Product: Cn1c(C#N)ccc1-c1cc(F)c2c(c1)C1(CC1)C(=O)N2. Reaction SMILES: [Br:1][c:2]1[cH:3][c:4]2[c:5]([c:6]([F:8])[cH:7]1)[NH:9][C:10](=[O:14])[C:11]21[CH2:12][CH2:13]1.[C:28]([P:29]([C:30]([CH3:31])([CH3:32])[CH3:33])[C:34]([CH3:35])([CH3:36])[CH3:37])([CH3:38])([CH3:39])[CH3:40].[CH3:15][n:16]1[c:17]([B:23]([OH:24])[OH:25])[cH:18][cH:19][c:20]1[C:21]#[N:22].[CH3:41][CH2:42][O:43][C:44]([CH3:45])=[O:46].[F-:26].[K+:27]>>[c:2]1(-[c:17]2[n:16]([CH3:15])[c:20]([C:21]#[N:22])[cH:19][cH:18]2)[cH:3][c:4]2[c:5]([c:6]([F:8])[cH:7]1)[NH:9][C:10](=[O:14])[C:11]21[CH2:12][CH2:13]1. The reactants are BrC1(NC=CC=C1)O (2-bromopyridinol), N1C(COCC1)=O (morpholinone), N1C(COCC1)=O (morpholinone), COCCO[AlH2-]OCCOC.[Na+] (Red-Al). Run in C1(=CC=CC=C1)C (toluene). Run at temperature 0 celsius. The product is C1(=CC=CC=C1)[C@@H]([C@@H]1CNCCO1)OC=1C=NC=CC1 ((S)-2-[(S)-Phenyl-(pyridin-3-yloxy)-methyl]-morpholine), light brown oil. RXN SMILES: [NH:1]1[CH2:6][CH2:5][O:4][CH2:3][C:2]1=O.Br[C:9]1(O)[CH:14]=[CH:13][CH:12]=[CH:11][NH:10]1.COCCO[AlH2-]O[CH2:23][CH2:24][O:25]C.[Na+]>C1(C)C=CC=CC=1>[C:23]1([C@H:24]([O:25][C:14]2[CH:9]=[N:10][CH:11]=[CH:12][CH:13]=2)[C@H:3]2[O:4][CH2:5][CH2:6][NH:1][CH2:2]2)[CH:9]=[CH:14][CH:13]=[CH:12][CH:11]=1 |f:2.3|. Reported procedure: (S)-2-[(S)-Phenyl-(pyridin-3-yloxy)-methyl]-morpholine was synthesized from the corresponding amide (6-[Phenyl-(pyridin-3-yloxy)-methyl]-morpholin-3-one) (see Scheme G, compound 8) using the following procedure: A solution of compound 1 (0.30 g, 0.85 mmol) in anhydrous toluene (3.0 mL) was placed under a nitrogen atmosphere, cooled to 0° C. and a commercial solution of Red-Al (65 wt % in toluene, 1.0 mL, 3.3 mmol) was added dropwise via syringe. The reaction mixture was warmed to room temperatur... The reactants are CO, CC1(C2CCC(=O)CC2)CC1, [H][H], N. Yields the product CC1(C2CCC(N)CC2)CC1. As a reaction SMILES: [CH3:15][OH:16].[CH3:1][C:2]1([CH:5]2[CH2:6][CH2:7][C:8](=[O:11])[CH2:9][CH2:10]2)[CH2:3][CH2:4]1.[H:13][H:14].[NH3:12]>>[CH3:1][C:2]1([CH:5]2[CH2:6][CH2:7][CH:8]([NH2:12])[CH2:9][CH2:10]2)[CH2:3][CH2:4]1. The reactants are O=C([O-])[O-], CCOC(=O)CCCOc1cccc(CCCCCCBr)c1CCC(=O)OCC, CN(C)C=O, CC(C)=O, CCOC(C)=O, CS(=O)(=O)c1cc(O)cc(I)c1, [K+], [K+]. The product is CCOC(=O)CCCOc1cccc(CCCCCCOc2cc(I)cc(S(C)(=O)=O)c2)c1CCC(=O)OCC. As a reaction SMILES: [C:42](=[O:43])([O-:44])[O-:45].[CH2:1]([CH3:2])[O:3][C:4]([CH2:5][CH2:6][CH2:7][O:8][c:9]1[c:10]([CH2:22][CH2:23][C:24](=[O:25])[O:26][CH2:27][CH3:28])[c:11]([CH2:15][CH2:16][CH2:17][CH2:18][CH2:19][CH2:20][Br:21])[cH:12][cH:13][cH:14]1)=[O:29].[CH3:48][N:49]([CH3:50])[CH:51]=[O:52].[CH3:53][C:54](=[O:55])[CH3:56].[CH3:57][CH2:58][O:59][C:60]([CH3:61])=[O:62].[I:30][c:31]1[cH:32][c:33]([OH:41])[cH:34][c:35]([S:37](=[O:38])(=[O:39])[CH3:40])[cH:36]1.[K+:46].[K+:47]>>[CH2:1]([CH3:2])[O:3][C:4]([CH2:5][CH2:6][CH2:7][O:8][c:9]1[c:10]([CH2:22][CH2:23][C:24](=[O:25])[O:26][CH2:27][CH3:28])[c:11]([CH2:15][CH2:16][CH2:17][CH2:18][CH2:19][CH2:20][O:41][c:33]2[cH:32][c:31]([I:30])[cH:36][c:35]([S:37](=[O:38])(=[O:39])[CH3:40])[cH:34]2)[cH:12][cH:13][cH:14]1)=[O:29].